This data is from the Open Reaction Database (ORD), a public repository of structured organic reaction records. The task is: describe an organic reaction: reactants, conditions, products, and yield The reactants are CCOCC, Cc1ccc2c(c1)OCC(c1ccccc1)=N2, CCCCON=O, O=C(O)C(F)(F)F. Product: Cc1ccc2c(c1)OCC(c1ccccc1)N2N=O. As a reaction SMILES: [CH2:32]([O:33][CH2:34][CH3:35])[CH3:36].[CH3:1][c:2]1[cH:3][c:4]2[c:5]([cH:16][cH:17]1)[N:6]=[C:7]([c:10]1[cH:11][cH:12][cH:13][cH:14][cH:15]1)[CH2:8][O:9]2.[N:25](=[O:26])[O:27][CH2:28][CH2:29][CH2:30][CH3:31].[OH:18][C:19]([C:20]([F:21])([F:22])[F:23])=[O:24]>>[CH3:1][c:2]1[cH:3][c:4]2[c:5]([cH:16][cH:17]1)[N:6]([N:25]=[O:26])[CH:7]([c:10]1[cH:11][cH:12][cH:13][cH:14][cH:15]1)[CH2:8][O:9]2. Reactants: C(#N)[BH3-].[Na+] (sodium cyanoborohydride), CO (methanol), NC1CCN(CC1)CCN1C(C=C(C2=CC=C(C=C12)OC)C(=O)NC)=O (1-(2-(4-aminopiperidin-1-yl)ethyl)-7-methoxy-N-methyl-2-oxo-1,2-dihydroquinoline-4-carboxamide), FC=1C=C(C=O)C=CC1C (3-fluoro-4-methylbenzaldehyde). Solvent: C(C)(=O)O (acetic acid). Reaction conditions: time 80 minute. Procedure: To 4 mL of a methanol solution containing 0.14 g of 1-(2-(4-aminopiperidin-1-yl)ethyl)-7-methoxy-N-methyl-2-oxo-1,2-dihydroquinoline-4-carboxamide, 50 mg of 3-fluoro-4-methylbenzaldehyde and 40 μL of acetic acid were added, and stirred at room temperature for 80 min. To the reaction mixture, 52 mg of sodium cyanoborohydride was added, and stirred at the same temperature for 75 min. After the solvent was removed under reduced pressure, chloroform and aqueous saturated sodium hydrogen carbonate so... Product: FC=1C=C(CNC2CCN(CC2)CCN2C(C=C(C3=CC=C(C=C23)OC)C(=O)NC)=O)C=CC1C (1-(2-(4-(3-fluoro-4-methylbenzylamino)piperidin-1-yl)ethyl)-7-methoxy-N-methyl-2-oxo-1,2-dihydroquinoline-4-carboxamide). RXN SMILES: CO.[NH2:3][CH:4]1[CH2:9][CH2:8][N:7]([CH2:10][CH2:11][N:12]2[C:21]3[C:16](=[CH:17][CH:18]=[C:19]([O:22][CH3:23])[CH:20]=3)[C:15]([C:24]([NH:26][CH3:27])=[O:25])=[CH:14][C:13]2=[O:28])[CH2:6][CH2:5]1.[F:29][C:30]1[CH:31]=[C:32]([CH:35]=[CH:36][C:37]=1[CH3:38])[CH:33]=O.C([BH3-])#N.[Na+]>C(O)(=O)C>[F:29][C:30]1[CH:31]=[C:32]([CH:35]=[CH:36][C:37]=1[CH3:38])[CH2:33][NH:3][CH:4]1[CH2:9][CH2:8][N:7]([CH2:10][CH2:11][N:12]2[C:21]3[C:16](=[CH:17][CH:18]=[C:19]([O:22][CH3:23])[CH:20]=3)[C:15]([C:24]([NH:26][CH3:27])=[O:25])=[CH:14][C:13]2=[O:28])[CH2:6][CH2:5]1 |f:3.4|. Starting materials: C(C1=CC=CC=C1)N (benzylamine), CN1CCOCC1 (4-methylmorpholine), C(C)(C)(C)OC(=O)NC(C(C(=O)O)O)CC (3-tert-Butoxycarbonylamino-2-hydroxypentanoic acid), C(CCl)Cl (EDC), C=1C=CC2=C(C1)N=NN2O (HOBt). Run in ClCCl (dichloromethane). Conditions: time 2 hour. Product: C(C1=CC=CC=C1)NC(C([C@H](CC)N)O)=O (3(S)-amino-2-hydroxy-pentanoic acid benzylamide). Reaction SMILES: C(OC([NH:8][CH:9]([CH2:15][CH3:16])[CH:10]([OH:14])[C:11]([OH:13])=O)=O)(C)(C)C.C(Cl)CCl.C1C=CC2N(O)N=NC=2C=1.[CH2:31]([NH2:38])[C:32]1[CH:37]=[CH:36][CH:35]=[CH:34][CH:33]=1.CN1CCOCC1>ClCCl>[CH2:31]([NH:38][C:11](=[O:13])[CH:10]([OH:14])[C@@H:9]([NH2:8])[CH2:15][CH3:16])[C:32]1[CH:37]=[CH:36][CH:35]=[CH:34][CH:33]=1. Procedure: 3-tert-Butoxycarbonylamino-2-hydroxypentanoic acid (300 mg, 1.29 mmol) was combined with EDC (400 mg, 2.1 mmol) and HOBt (400 mg, 2.6 mmol). A solution of benzylamine (0.22 mL) and 4-methylmorpholine (0.5 mL) in dichloromethane (4 mL) was added in one portion. The reaction mixture was stirred at ambient temperature for 2 h. After dilution with ethyl acetate (150 mL), the solution was washed with 1 N aqueous HCl, water, saturated aqueous NaHCO3 solution and brine. The resultant mixture was dried ... Reactants: N (ammonia), FC1=C(C(=O)O)C=C(C(=C1)F)[N+](=O)[O-] (2,4-difluoro-5-nitro-benzoic acid), Cl (HCl). Run in C1CCOC1 (THF). The product is FC1=C(C(=O)O)C=C(C(=C1)N)[N+](=O)[O-] (2-Fluoro-4-amino-5-nitro-benzoic acid). RXN SMILES: [NH3:1].[F:2][C:3]1[CH:11]=[C:10](F)[C:9]([N+:13]([O-:15])=[O:14])=[CH:8][C:4]=1[C:5]([OH:7])=[O:6].Cl>C1COCC1>[F:2][C:3]1[CH:11]=[C:10]([NH2:1])[C:9]([N+:13]([O-:15])=[O:14])=[CH:8][C:4]=1[C:5]([OH:7])=[O:6]. Reported procedure: Aq ammonia (6.0 mL, 32% in water) is added to a mixture of 2,4-difluoro-5-nitro-benzoic acid (6.0 g, 30 mmol) in THF (80 mL) and it is stirred over the weekend at rt. The mixture is acidified with 6N aq HCl-solution and the precipitate is filtered, washed with water and dried at 55° C. and directly used in the next step. Product: Cn1ccc(Nc2ncnc3ccc(Oc4ccc(OCCC5CCCN5C(=O)OC(C)(C)C)cn4)cc23)n1. The reactants are Cn1ccc(Nc2ncnc3ccc(Oc4ccc(O)cn4)cc23)n1, ClC(Cl)Cl, CCOC(=O)N=NC(=O)OCC, C1CCOC1, CC(C)(C)OC(=O)N1CCCC1CCO, c1ccc(P(c2ccccc2)c2ccccc2)cc1. Reaction SMILES: [CH3:47][n:48]1[n:49][c:50]([NH:53][c:54]2[n:55][cH:56][n:57][c:58]3[cH:59][cH:60][c:61]([O:64][c:65]4[cH:66][cH:67][c:68]([OH:71])[cH:69][n:70]4)[cH:62][c:63]23)[cH:51][cH:52]1.[CH:72]([Cl:73])([Cl:74])[Cl:75].[O:35]=[C:36]([O:37][CH2:38][CH3:39])[N:40]=[N:41][C:42]([O:43][CH2:44][CH3:45])=[O:46].[O:76]1[CH2:77][CH2:78][CH2:79][CH2:80]1.[OH:1][CH2:2][CH2:3][CH:4]1[N:5]([C:9](=[O:10])[O:11][C:12]([CH3:13])([CH3:14])[CH3:15])[CH2:6][CH2:7][CH2:8]1.[c:16]1([P:17]([c:18]2[cH:19][cH:20][cH:21][cH:22][cH:23]2)[c:24]2[cH:25][cH:26][cH:27][cH:28][cH:29]2)[cH:30][cH:31][cH:32][cH:33][cH:34]1>>[O:1]([CH2:2][CH2:3][CH:4]1[N:5]([C:9](=[O:10])[O:11][C:12]([CH3:13])([CH3:14])[CH3:15])[CH2:6][CH2:7][CH2:8]1)[c:68]1[cH:67][cH:66][c:65]([O:64][c:61]2[cH:60][cH:59][c:58]3[n:57][cH:56][n:55][c:54]([NH:53][c:50]4[n:49][n:48]([CH3:47])[cH:52][cH:51]4)[c:63]3[cH:62]2)[n:70][cH:69]1. Yields the product O=c1[nH]c2cc(Cl)c([N+](=O)[O-])c([N+](=O)[O-])c2[nH]c1=O. Reaction SMILES: [K+:21].[N+:17](=[O:18])([O-:19])[O-:20].[N+:1](=[O:2])([O-:3])[c:4]1[cH:5][c:6]2[nH:7][c:8](=[O:16])[c:9](=[O:15])[nH:10][c:11]2[cH:12][c:13]1[Cl:14].[S:22](=[O:23])(=[O:24])([OH:25])[OH:26]>>[N+:1](=[O:2])([O-:3])[c:4]1[c:5]([N+:17](=[O:18])[O-:19])[c:6]2[nH:7][c:8](=[O:16])[c:9](=[O:15])[nH:10][c:11]2[cH:12][c:13]1[Cl:14]. The reactants are [K+], O=[N+]([O-])[O-], O=c1[nH]c2cc(Cl)c([N+](=O)[O-])cc2[nH]c1=O, O=S(=O)(O)O. Reactants: N1C(C(NCC1)=O)=O (2,3-piperazinedione), C[Si](C)(C)C(C(=O)N)[Si](C)(C)C (bistrimethylsilylacetamide), C(C)#N (acetonitrile), C1(=CC=CC=C1)C(C1=CC=CC=C1)(C1=CC=CC=C1)Cl (triphenylmethylchloride). The solvent is O (water). Conditions: time 30 minute. Yields the product C1(=CC=CC=C1)C(N1C(C(NCC1)=O)=O)(C1=CC=CC=C1)C1=CC=CC=C1 (N-(Triphenylmethyl)piperazine-2,3-dione). Isolated yield 89.4%. RXN SMILES: [NH:1]1[CH2:6][CH2:5][NH:4][C:3](=[O:7])[C:2]1=[O:8].C[Si](C([Si](C)(C)C)C(N)=O)(C)C.C(#N)C.[C:24]1([C:30](Cl)([C:37]2[CH:42]=[CH:41][CH:40]=[CH:39][CH:38]=2)[C:31]2[CH:36]=[CH:35][CH:34]=[CH:33][CH:32]=2)[CH:29]=[CH:28][CH:27]=[CH:26][CH:25]=1>O>[C:24]1([C:30]([C:31]2[CH:32]=[CH:33][CH:34]=[CH:35][CH:36]=2)([C:37]2[CH:38]=[CH:39][CH:40]=[CH:41][CH:42]=2)[N:1]2[CH2:6][CH2:5][NH:4][C:3](=[O:7])[C:2]2=[O:8])[CH:25]=[CH:26][CH:27]=[CH:28][CH:29]=1. Procedure: A mixture of 2,3-piperazinedione (11.4 g, 100 mmol), bistrimethylsilylacetamide (55.7 g, 270 mmol) and 150 ml of acetonitrile was heated under reflux for one hour. Within 30 minutes, triphenylmethylchloride (22.2 g, 80 mmol) was added dropwise and the mixture was again refluxed for two hours. After stirring overnight at room temperature, 21.6 ml of water was added to the clear solution. The resulting precipitate (3.13 g) was filtered off and the filtrate concentrated in vacuo. The residue was tr... The reactants are CI, CCO, CC[O-], [Na+], O=C1c2ccccc2S(=O)(=O)c2cc(-c3nnn[nH]3)ccc21. Yields the product Cn1nnc(-c2ccc3c(c2)S(=O)(=O)c2ccccc2C3=O)n1. RXN SMILES: [CH3:27][I:28].[CH3:29][CH2:30][OH:31].[CH3:2][CH2:3][O-:4].[Na+:1].[nH:5]1[n:6][n:7][n:8][c:9]1-[c:10]1[cH:11][cH:12][c:13]2[c:22]([cH:23]1)[S:21](=[O:24])(=[O:25])[c:20]1[c:15]([cH:16][cH:17][cH:18][cH:19]1)[C:14]2=[O:26]>>[CH3:2][n:7]1[n:6][n:5][c:9](-[c:10]2[cH:11][cH:12][c:13]3[c:22]([cH:23]2)[S:21](=[O:24])(=[O:25])[c:20]2[c:15]([cH:16][cH:17][cH:18][cH:19]2)[C:14]3=[O:26])[n:8]1.